This data is from the Open Reaction Database (ORD), a public repository of structured organic reaction records. The task is: describe an organic reaction: reactants, conditions, products, and yield Reactants: Cc1ccccc1, COc1cccc(SCCC(O)CC(C)=O)c1, Cc1ccc(S(=O)(=O)O)cc1. Product: COc1cccc(SCCC=CC(C)=O)c1. RXN SMILES: [CH3:29][c:30]1[cH:31][cH:32][cH:33][cH:34][cH:35]1.[OH:1][CH:2]([CH2:3][C:4]([CH3:5])=[O:6])[CH2:7][CH2:8][S:9][c:10]1[cH:11][c:12]([O:16][CH3:17])[cH:13][cH:14][cH:15]1.[c:18]1([CH3:19])[cH:20][cH:21][c:22]([S:23]([OH:24])(=[O:25])=[O:26])[cH:27][cH:28]1>>[CH:2](=[CH:3][C:4]([CH3:5])=[O:6])[CH2:7][CH2:8][S:9][c:10]1[cH:11][c:12]([O:16][CH3:17])[cH:13][cH:14][cH:15]1.